This data is from the Open Reaction Database (ORD), a public repository of structured organic reaction records. The task is: describe an organic reaction: reactants, conditions, products, and yield Starting materials: COCCOC, CNC, CS(=O)(=O)c1snc(OCC#CI)c1C#N, O. Yields the product CN(C)c1snc(OCC#CI)c1C#N. Reaction SMILES: [CH2:21]([CH2:22][O:23][CH3:24])[O:25][CH3:26].[CH3:17][NH:18][CH3:19].[I:1][C:2]#[C:3][CH2:4][O:5][c:6]1[n:7][s:8][c:9]([S:13]([CH3:14])(=[O:15])=[O:16])[c:10]1[C:11]#[N:12].[OH2:20]>>[I:1][C:2]#[C:3][CH2:4][O:5][c:6]1[n:7][s:8][c:9]([N:18]([CH3:17])[CH3:19])[c:10]1[C:11]#[N:12]. Reactants: CCO, CCOC(=O)c1cc2c(=O)n(-c3ccccc3)c3ccccc3n2c1. Yields the product O=C(O)c1cc2c(=O)n(-c3ccccc3)c3ccccc3n2c1. RXN SMILES: [CH3:26][CH2:27][OH:28].[c:1]1(-[n:7]2[c:8](=[O:25])[c:9]3[n:10]([c:11]4[cH:12][cH:13][cH:14][cH:15][c:16]24)[cH:17][c:18]([C:20](=[O:21])[O:22][CH2:23][CH3:24])[cH:19]3)[cH:2][cH:3][cH:4][cH:5][cH:6]1>>[c:1]1(-[n:7]2[c:8](=[O:25])[c:9]3[n:10]([c:11]4[cH:12][cH:13][cH:14][cH:15][c:16]24)[cH:17][c:18]([C:20](=[O:21])[OH:22])[cH:19]3)[cH:2][cH:3][cH:4][cH:5][cH:6]1. Starting materials: BrC1=C2C=CNC2=CC=C1 (4-Bromoindole), CN1CCCC1=O (NMP), ClC1=CC(=NC=C1)SC (4-chloro-2-methylsulfanylpyridine), CN1CCCC1=O (NMP), C (Charcoal), [H-].[Na+] (Sodium hydride). Solvent: O (Water). Conditions: time 2 hour. The product is BrC1=C2C=CN(C2=CC=C1)C1=NC(=NC=C1)SC (4-bromo-1-(2-methylsulfanyl-pyrimidin-4-yl)-1H-indole), solid. Isolated yield 65.0%. Reaction SMILES: [Br:1][C:2]1[CH:10]=[CH:9][CH:8]=[C:7]2[C:3]=1[CH:4]=[CH:5][NH:6]2.[H-].[Na+].Cl[C:14]1[CH:19]=[CH:18][N:17]=[C:16]([S:20][CH3:21])C=1.C.C[N:24]1C(=O)CCC1>O>[Br:1][C:2]1[CH:10]=[CH:9][CH:8]=[C:7]2[C:3]=1[CH:4]=[CH:5][N:6]2[C:18]1[CH:19]=[CH:14][N:24]=[C:16]([S:20][CH3:21])[N:17]=1 |f:1.2|. Procedure: 4-Bromoindole (20 g, 102 mmol) was dissolved in 70 mL of NMP and the solution was stirred under ice bath. Sodium hydride (6 g, 60% in mineral oil, 150 mmol) was added in small portions over 30 minutes. The mixture was stirred at room temperature for 40 minutes and then cooled under ice bath. A solution of 4-chloro-2-methylsulfanylpyridine (19.7 g, 122 mmol) in 10 mL of NMP was added through a dropping funnel over 10 minutes. The mixture was stirred at room temperature overnight. Water (150 mL) w... The reactants are FC1=C(C(=CC2=C1N=CS2)C(=O)O)NC2=C(C=C(C=C2)I)F (4-Fluoro-5-((2-fluoro-4-iodophenyl)amino)benzo[d]thiazole-6-carboxylic acid), C(=C)OCCON (O-(2-(vinyloxy)ethyl)hydroxylamine). The product is FC1=C(C(=CC2=C1N=CS2)C(=O)NOCCOC=C)NC2=C(C=C(C=C2)I)F (4-Fluoro-5-((2-fluoro-4-iodophenyl)amino)-N-(2-(vinyloxy)ethoxy)benzo[d]thiazole-6-carboxamide). RXN SMILES: [F:1][C:2]1[C:7]2[N:8]=[CH:9][S:10][C:6]=2[CH:5]=[C:4]([C:11]([OH:13])=O)[C:3]=1[NH:14][C:15]1[CH:20]=[CH:19][C:18]([I:21])=[CH:17][C:16]=1[F:22].[CH:23]([O:25][CH2:26][CH2:27][O:28][NH2:29])=[CH2:24]>>[F:1][C:2]1[C:7]2[N:8]=[CH:9][S:10][C:6]=2[CH:5]=[C:4]([C:11]([NH:29][O:28][CH2:27][CH2:26][O:25][CH:23]=[CH2:24])=[O:13])[C:3]=1[NH:14][C:15]1[CH:20]=[CH:19][C:18]([I:21])=[CH:17][C:16]=1[F:22]. Procedure: 4-Fluoro-5-((2-fluoro-4-iodophenyl)amino)benzo[d]thiazole-6-carboxylic acid can be reacted with O-(2-(vinyloxy)ethyl)hydroxylamine in the presence of coupling reagent in appropriate solvent. The reaction is generally carried out at ambient temperature and normally complete within several hours (1-12 h, prefer 3-10 h). 4-Fluoro-5-((2-fluoro-4-iodophenyl)amino)-N-(2-(vinyloxy)ethoxy)benzo[d]thiazole-6-carboxamide is obtained after conventional workup. Reactants: CC(=O)NCC1CC1c1c(Br)ccc2nn(C)cc12, O=C([O-])[O-], CN(C)C=O, CB(O)O, CCOC(C)=O, CC(C)c1cc(C(C)C)c(-c2ccccc2P(C2CCCCC2)C2CCCCC2)c(C(C)C)c1, [K+], [K+], O=C(C=Cc1ccccc1)C=Cc1ccccc1, O=C(C=Cc1ccccc1)C=Cc1ccccc1, O=C(C=Cc1ccccc1)C=Cc1ccccc1, [Pd], [Pd]. Yields the product CC(=O)NCC1CC1c1c(C)ccc2nn(C)cc12. As a reaction SMILES: [Br:1][c:2]1[c:3]([CH:12]2[CH:13]([CH2:15][NH:16][C:17]([CH3:18])=[O:19])[CH2:14]2)[c:4]2[cH:5][n:6]([CH3:11])[n:7][c:8]2[cH:9][cH:10]1.[C:58](=[O:59])([O-:60])[O-:61].[CH3:126][N:127]([CH3:128])[CH:129]=[O:130].[CH3:20][B:21]([OH:22])[OH:23].[CH3:64][CH2:65][O:66][C:67](=[O:68])[CH3:69].[CH:24]1([P:25]([CH:26]2[CH2:27][CH2:28][CH2:29][CH2:30][CH2:31]2)[c:32]2[cH:33][cH:34][cH:35][cH:36][c:37]2-[c:38]2[c:39]([CH:40]([CH3:41])[CH3:42])[cH:43][c:44]([CH:45]([CH3:46])[CH3:47])[cH:48][c:49]2[CH:50]([CH3:51])[CH3:52])[CH2:53][CH2:54][CH2:55][CH2:56][CH2:57]1.[K+:62].[K+:63].[O:108]=[C:109]([CH:110]=[CH:111][c:112]1[cH:113][cH:114][cH:115][cH:116][cH:117]1)[CH:118]=[CH:119][c:120]1[cH:121][cH:122][cH:123][cH:124][cH:125]1.[O:72]=[C:73]([CH:74]=[CH:75][c:76]1[cH:77][cH:78][cH:79][cH:80][cH:81]1)[CH:82]=[CH:83][c:84]1[cH:85][cH:86][cH:87][cH:88][cH:89]1.[O:90]=[C:91]([CH:92]=[CH:93][c:94]1[cH:95][cH:96][cH:97][cH:98][cH:99]1)[CH:100]=[CH:101][c:102]1[cH:103][cH:104][cH:105][cH:106][cH:107]1.[Pd:70].[Pd:71]>>[c:2]1([CH3:20])[c:3]([CH:12]2[CH:13]([CH2:15][NH:16][C:17]([CH3:18])=[O:19])[CH2:14]2)[c:4]2[cH:5][n:6]([CH3:11])[n:7][c:8]2[cH:9][cH:10]1.